Dataset: the Open Reaction Database (ORD), a public repository of structured organic reaction records. Task: describe an organic reaction: reactants, conditions, products, and yield The reactants are C(C)(C)(C)ON=C1C=C(OC2=CC=C(C=C12)O)C1=CC=2N(C=N1)C=CC2 (6-hydroxy-2-pyrrolo[1,2-c]pyrimidin-3-yl-chromen-4-one O-tert-butyl oxime), Cl.ClCCN1CCCCC1 (1-(2-chloroethyl)-piperidine hydrochloride). Yields the product Cl.N1(CCCCC1)CCOC=1C=C2C(C=C(OC2=CC1)C1=CC=2N(C=N1)C=CC2)=NO (6-(2-Piperidin-1-yl-ethoxy)-2-pyrrolo[1,2-c]pyrimidin-3-yl-chromen-4-one oxime, hydrochloride). Reaction SMILES: C([O:5][N:6]=[C:7]1[C:16]2[C:11](=[CH:12][CH:13]=[C:14]([OH:17])[CH:15]=2)[O:10][C:9]([C:18]2[N:23]=[CH:22][N:21]3[CH:24]=[CH:25][CH:26]=[C:20]3[CH:19]=2)=[CH:8]1)(C)(C)C.Cl.[Cl:28][CH2:29][CH2:30][N:31]1[CH2:36][CH2:35][CH2:34][CH2:33][CH2:32]1>>[ClH:28].[N:31]1([CH2:30][CH2:29][O:17][C:14]2[CH:15]=[C:16]3[C:11](=[CH:12][CH:13]=2)[O:10][C:9]([C:18]2[N:23]=[CH:22][N:21]4[CH:24]=[CH:25][CH:26]=[C:20]4[CH:19]=2)=[CH:8][C:7]3=[N:6][OH:5])[CH2:36][CH2:35][CH2:34][CH2:33][CH2:32]1 |f:1.2,3.4|. Procedure: 6-(2-Piperidin-1-yl-ethoxy)-2-pyrrolo[1,2-c]pyrimidin-3-yl-chromen-4-one oxime, hydrochloride was prepared in 27% overall yield using the method described in example 85, starting from 6-hydroxy-2-pyrrolo[1,2-c]pyrimidin-3-yl-chromen-4-one O-tert-butyl oxime (example 81A) and 1-(2-chloroethyl)-piperidine hydrochloride. Starting materials: CC(C)Cc1ccc(-c2ccccc2Cc2cc(O)nc(-c3ccccc3)n2)cc1, CC(C)c1ccc(C=O)cc1. The product is CC(C)c1ccc(-c2ccccc2Cc2cc(O)nc(-c3ccccc3)n2)cc1. As a reaction SMILES: [CH2:1]([c:2]1[cH:3][cH:4][c:5](-[c:11]2[c:12]([CH2:17][c:18]3[cH:19][c:20]([OH:30])[n:21][c:22](-[c:24]4[cH:25][cH:26][cH:27][cH:28][cH:29]4)[n:23]3)[cH:13][cH:14][cH:15][cH:16]2)[cH:6][cH:7]1)[CH:8]([CH3:9])[CH3:10].[CH:31]([CH3:32])([CH3:33])[c:34]1[cH:35][cH:36][c:37]([CH:38]=[O:39])[cH:40][cH:41]1>>[c:11]1(-[c:37]2[cH:36][cH:35][c:34]([CH:31]([CH3:32])[CH3:33])[cH:41][cH:40]2)[c:12]([CH2:17][c:18]2[cH:19][c:20]([OH:30])[n:21][c:22](-[c:24]3[cH:25][cH:26][cH:27][cH:28][cH:29]3)[n:23]2)[cH:13][cH:14][cH:15][cH:16]1. Reactants: BrCc1cccc(Br)c1, O=C([O-])[O-], COC(=O)c1cccc(O)c1C(=O)OC, CC(C)=O, [K+], [K+]. Product: COC(=O)c1cccc(OCc2cccc(Br)c2)c1C(=O)OC. Reaction SMILES: [Br:22][c:23]1[cH:24][c:25]([CH2:26][Br:27])[cH:28][cH:29][cH:30]1.[C:16](=[O:17])([O-:18])[O-:19].[CH3:1][O:2][C:3]([c:4]1[c:5]([C:6](=[O:7])[O:8][CH3:9])[c:10]([OH:14])[cH:11][cH:12][cH:13]1)=[O:15].[CH3:31][C:32](=[O:33])[CH3:34].[K+:20].[K+:21]>>[CH3:1][O:2][C:3]([c:4]1[c:5]([C:6](=[O:7])[O:8][CH3:9])[c:10]([O:14][CH2:26][c:25]2[cH:24][c:23]([Br:22])[cH:30][cH:29][cH:28]2)[cH:11][cH:12][cH:13]1)=[O:15]. The reactants are C(C)OC(=O)C1=NC(=CC=C1NC=1C=NC=NC1)Cl (6-chloro-3-(pyrimidin-5-ylamino)-pyridine-2-carboxylic acid ethyl ester), Cl (HCl), [Li+].[OH-] (LiOH). Solvent: C1CCOC1 (THF), C(C)O (ethanol). Conditions: temperature 0 celsius, time 2 hour. Yields the product ClC1=CC=C(C(=N1)C(=O)O)NC=1C=NC=NC1 (6-Chloro-3-(pyrimidin-5-ylamino)-pyridine-2-carboxylic acid). Reaction SMILES: C([O:3][C:4]([C:6]1[C:11]([NH:12][C:13]2[CH:14]=[N:15][CH:16]=[N:17][CH:18]=2)=[CH:10][CH:9]=[C:8]([Cl:19])[N:7]=1)=[O:5])C.[Li+].[OH-].Cl>C1COCC1.C(O)C>[Cl:19][C:8]1[N:7]=[C:6]([C:4]([OH:5])=[O:3])[C:11]([NH:12][C:13]2[CH:18]=[N:17][CH:16]=[N:15][CH:14]=2)=[CH:10][CH:9]=1 |f:1.2|. Reported procedure: A suspension of 6-chloro-3-(pyrimidin-5-ylamino)-pyridine-2-carboxylic acid ethyl ester (98 mg, 0.35 mmol) in THF (1 ml) and ethanol (0.5 ml) was cooled to 0° C. and treated with 1M LiOH (0.7 ml, 0.7 mmol). The ice bath was removed and the reaction mixture was stirred at rt. for 2 h. 1M HCl (0.7 ml, 0.7 mmol) was added and stirring was continued until a precipitate was forming. The reaction mixture was sucked off and the product was obtained upon drying of the precipitate as yellow solid (60 mg,... Starting materials: FC(C(=O)O)(F)F (Trifluoroacetic acid), C(C)(C)(C)OC(=O)CON=C(C(=O)NC1[C@@H]2N(C(=C(CS2)CSC=2C=CC=3N(N2)N=NN3)C(=O)O)C1=O)C1=NSC=N1 (7-[2-t-butoxycarbonylmethoxyimino-2-(1,2,4-thiadiazol-3-yl)acetamido]-3-(tetrazolo[1,5-b]pyridazin-6-yl)thiomethyl-3-cephem-4-carboxylic acid), C(C)(C)OC(C)C (diisopropyl ether). The solvent is C(Cl)Cl (methylene chloride), C1(=CC=CC=C1)OC (anisole). Reaction conditions: time 1.5 hour. The product is C(=O)(O)CON=C(C(=O)NC1[C@@H]2N(C(=C(CS2)CSC=2C=CC=3N(N2)N=NN3)C(=O)O)C1=O)C1=NSC=N1 (7-[2-carboxymethoxyimino-2-(1,2,4-thiadiazol-3-yl)acetamido]3-(tetrazolo[1,5-b]pyridazin-6-yl)thiomethyl-3-cephem-4-carboxylic acid). Isolated yield 21.1%. As a reaction SMILES: FC(F)(F)C(O)=O.C([O:12][C:13]([CH2:15][O:16][N:17]=[C:18]([C:45]1[N:49]=[CH:48][S:47][N:46]=1)[C:19]([NH:21][CH:22]1[C:43](=[O:44])[N:24]2[C:25]([C:40]([OH:42])=[O:41])=[C:26]([CH2:29][S:30][C:31]3[CH:32]=[CH:33][C:34]4[N:35]([N:37]=[N:38][N:39]=4)[N:36]=3)[CH2:27][S:28][C@H:23]12)=[O:20])=[O:14])(C)(C)C.C(OC(C)C)(C)C>C(Cl)Cl.C1(OC)C=CC=CC=1>[C:13]([CH2:15][O:16][N:17]=[C:18]([C:45]1[N:49]=[CH:48][S:47][N:46]=1)[C:19]([NH:21][CH:22]1[C:43](=[O:44])[N:24]2[C:25]([C:40]([OH:42])=[O:41])=[C:26]([CH2:29][S:30][C:31]3[CH:32]=[CH:33][C:34]4[N:35]([N:37]=[N:38][N:39]=4)[N:36]=3)[CH2:27][S:28][C@H:23]12)=[O:20])([OH:14])=[O:12]. Reported procedure: Trifluoroacetic acid (12 ml) was added to a suspension of 7-[2-t-butoxycarbonylmethoxyimino-2-(1,2,4-thiadiazol-3-yl)acetamido]-3-(tetrazolo[1,5-b]pyridazin-6-yl)thiomethyl-3-cephem-4-carboxylic acid (syn isomer) (4 g) in methylene chloride (8 ml) and anisole (4 ml) at ambient temperature and the solution was stirred for 1.5 hours at the same temperature. To the resulting solution was added diisopropyl ether under stirring. The precipitates were collected by filtration, washed with diisopropyl e... Starting materials: COC[C@H](C1=CC=CC=C1)NC(=O)[C@H](C(C)C)NC(=O)[C@@H](CC(=O)OC(C)(C)C)CC=C (tert-butyl (3R)-3-({[({[(1S)-2-methoxy-1-phenylethyl]amino}carbonyl)-(1S)-2-methyl-1-propyl]amino}carbonyl)hex-5-enoate), IC1=CC(=C(C=C1)C1=CC=CC=C1)C (4-iodo-2-methyl-1-phenylbenzene). Solvent: C(C)(=O)OCC (ethyl acetate), C(C)#N (acetonitrile). The product is COC[C@H](C1=CC=CC=C1)NC(=O)[C@H](C(C)C)NC(=O)[C@@H](CC(=O)OC(C)(C)C)C\C=C\C1=CC(=C(C=C1)C1=CC=CC=C1)C (tert-butyl (3R, 5E)-3-({[({[(1S)-2-methoxy-1-phenylethyl]amino}carbonyl)-(1S)-2-methyl-1-propyl]amino}carbonyl)-6-[3-methyl-(4-phenyl)phenyl]hex-5-enoate). Yield: 66.0%. As a reaction SMILES: [CH3:1][O:2][CH2:3][C@@H:4]([NH:11][C:12]([C@@H:14]([NH:18][C:19]([C@H:21]([CH2:30][CH:31]=[CH2:32])[CH2:22][C:23]([O:25][C:26]([CH3:29])([CH3:28])[CH3:27])=[O:24])=[O:20])[CH:15]([CH3:17])[CH3:16])=[O:13])[C:5]1[CH:10]=[CH:9][CH:8]=[CH:7][CH:6]=1.I[C:34]1[CH:39]=[CH:38][C:37]([C:40]2[CH:45]=[CH:44][CH:43]=[CH:42][CH:41]=2)=[C:36]([CH3:46])[CH:35]=1>C(#N)C.C(OCC)(=O)C>[CH3:1][O:2][CH2:3][C@@H:4]([NH:11][C:12]([C@@H:14]([NH:18][C:19]([C@H:21]([CH2:30]/[CH:31]=[CH:32]/[C:34]1[CH:39]=[CH:38][C:37]([C:40]2[CH:45]=[CH:44][CH:43]=[CH:42][CH:41]=2)=[C:36]([CH3:46])[CH:35]=1)[CH2:22][C:23]([O:25][C:26]([CH3:29])([CH3:28])[CH3:27])=[O:24])=[O:20])[CH:15]([CH3:17])[CH3:16])=[O:13])[C:5]1[CH:10]=[CH:9][CH:8]=[CH:7][CH:6]=1. Procedure details: According to the method of Preparation 15 a), tert-butyl (3R)-3-({[({[(1S)-2-methoxy-1-phenylethyl]amino}carbonyl)-(1S)-2-methyl-1-propyl]amino}carbonyl)hex-5-enoate (from c) above) (1.08 g, 2.42 mmol) was reacted with 4-iodo-2-methyl-1-phenylbenzene (Preparation 29)(1.07 g, 3.63 mmol) under palladium catalysis at reflux in acetonitrile for 18 h. After being cooled, the mixture was diluted with ethyl acetate (200 mL) and washed sequentially with 5% aqueous citric acid (50 mL), saturated aqueous ... The reactants are C(O)([O-])=O.[Na+] (sodium hydrogencarbonate), BrCC(=O)OCC (ethyl bromoacetate), [I-].[K+] (potassium iodide), Cl.[N+](=O)([O-])C1=CC=C2CCNCC2=C1 (7-nitro-1,2,3,4-tetrahydroisoquinoline hydrochloride). Run in C(C)O (ethanol). Reaction conditions: time 8 hour. The product is C(C)OC(=O)CN1CC2=CC(=CC=C2CC1)[N+](=O)[O-] (2-(ethoxycarbonylmethyl)-7-nitro-1,2,3,4-tetrahydroisoquinoline). The yield is 59.6%. As a reaction SMILES: Cl.[N+:2]([C:5]1[CH:14]=[C:13]2[C:8]([CH2:9][CH2:10][NH:11][CH2:12]2)=[CH:7][CH:6]=1)([O-:4])=[O:3].C(=O)([O-])O.[Na+].Br[CH2:21][C:22]([O:24][CH2:25][CH3:26])=[O:23].[I-].[K+]>C(O)C>[CH2:25]([O:24][C:22]([CH2:21][N:11]1[CH2:10][CH2:9][C:8]2[C:13](=[CH:14][C:5]([N+:2]([O-:4])=[O:3])=[CH:6][CH:7]=2)[CH2:12]1)=[O:23])[CH3:26] |f:0.1,2.3,5.6|. Reported procedure: 1.5 g of 7-nitro-1,2,3,4-tetrahydroisoquinoline hydrochloride was dissolved in 20 ml of ethanol, and 2.9 g of sodium hydrogencarbonate, 2.3 g of ethyl bromoacetate, and a catalytic amount of potassium iodide were added to the solution. The resulting solution was heated and stirred overnight under reflux. The resulting solution was extracted with ethyl acetate, washed with the water and saturated aqueous solution of sodium chloride, and then dried with anhydrous sodium sulfate. After separating t... The reactants are C[O-].[Na+] (sodium methoxide), C(C1=CC=CC=C1)(=O)OCCS(=O)(=O)[O-].C1(=CC=CC=C1)[S+](C1=CC=CC=C1)C1=CC=CC=C1 (triphenylsulfonium 2-benzoyloxyethanesulfonate), C(C(C)C)C(=O)C (methyl isobutyl ketone), Cl (hydrochloric acid). Solvent: CO (methanol), CO (methanol). Reaction conditions: time 12 hour. Yields the product OCCS(=O)(=O)[O-].C1(=CC=CC=C1)[S+](C1=CC=CC=C1)C1=CC=CC=C1 (triphenylsulfonium 2-hydroxyethanesulfonate). The yield is 96.0%. Reaction SMILES: C([O:9][CH2:10][CH2:11][S:12]([O-:15])(=[O:14])=[O:13])(=O)C1C=CC=CC=1.[C:16]1([S+:22]([C:29]2[CH:34]=[CH:33][CH:32]=[CH:31][CH:30]=2)[C:23]2[CH:28]=[CH:27][CH:26]=[CH:25][CH:24]=2)[CH:21]=[CH:20][CH:19]=[CH:18][CH:17]=1.C[O-].[Na+].Cl.C(C(C)=O)C(C)C>CO>[OH:9][CH2:10][CH2:11][S:12]([O-:15])(=[O:14])=[O:13].[C:29]1([S+:22]([C:16]2[CH:17]=[CH:18][CH:19]=[CH:20][CH:21]=2)[C:23]2[CH:28]=[CH:27][CH:26]=[CH:25][CH:24]=2)[CH:30]=[CH:31][CH:32]=[CH:33][CH:34]=1 |f:0.1,2.3,7.8|. Procedure: A mixture of 2.9 g (6 mmol) of triphenylsulfonium 2-benzoyloxyethanesulfonate prepared in Synthesis Example 1-11, 56 mg (0.3 mmol) of 28 wt % sodium methoxide in methanol, and 15 g of methanol was stirred at room temperature for 12 hours. To the reaction solution, 30 mg of 35% aqueous hydrochloric acid was added to quench the reaction. The reaction solution was combined with methyl isobutyl ketone and concentrated in vacuum while distilling off the residual water. Diisopropyl ether was added to ... The reactants are COC=1C=C(C=C)C=CC1OC(C)=O (3-methoxy-4-acetoxystyrene), C(C)(=O)OC1=CC=C(C=C)C=C1 (4-acetoxystyrene), N(=NC(C(=O)OC)(C)C)C(C(=O)OC)(C)C (V-601). Solvent: CCCCCC (hexane), CCCCCC (hexane), O1CCCC1 (tetrahydrofuran), CC(=O)C (acetone). Run at temperature 65 celsius. Yields the product C(C)(=O)OC1=CC=C(C=C)C=C1.COC=1C=C(C=C)C=CC1OC(C)=O ((3-methoxy-4-acetoxystyrene)-(4-acetoxystyrene)). Isolated yield 170.0%. As a reaction SMILES: [CH3:1][O:2][C:3]1[CH:4]=[C:5]([CH:8]=[CH:9][C:10]=1[O:11][C:12](=[O:14])[CH3:13])[CH:6]=[CH2:7].C(OC1C=CC(C=C)=CC=1)(=O)C.N(C(C)(C)C(OC)=O)=NC(C)(C)C(OC)=O>O1CCCC1.CCCCCC.CC(C)=O>[C:12]([O:11][C:10]1[CH:9]=[CH:8][C:5]([CH:6]=[CH2:7])=[CH:4][CH:3]=1)(=[O:14])[CH3:13].[CH3:1][O:2][C:3]1[CH:4]=[C:5]([CH:8]=[CH:9][C:10]=1[O:11][C:12](=[O:14])[CH3:13])[CH:6]=[CH2:7] |f:6.7|. Procedure details: In a reaction vessel, 96.1 g (0.5 mol) of 3-methoxy-4-acetoxystyrene (produced by Honshu Chemical Industry Co., Ltd.) and 81.1 g (0.5 mol) of 4-acetoxystyrene (produced by Honshu Chemical Industry Co., Ltd.) were dissolved in 400 ml of tetrahydrofuran. While stirring the resulting solution, a nitrogen gas was passed into the system. Subsequently, 23.0 g (0.1 mol) of polymerization initiator V-601 (produced by Wako Pure Chemical Industries, Ltd.) was added thereto and the reaction solution was he...